From a dataset of the Open Reaction Database (ORD), a public repository of structured organic reaction records. describe an organic reaction: reactants, conditions, products, and yield The reactants are Cl, Cl[Cu], O=N[O-], Nc1nc2c(F)c(F)ccc2s1, [Na+]. The product is Fc1ccc2sc(Cl)nc2c1F. RXN SMILES: [ClH:17].[Cu:18][Cl:19].[N:13]([O-:14])=[O:15].[NH2:1][c:2]1[s:3][c:4]2[c:5]([n:6]1)[c:7]([F:12])[c:8]([F:11])[cH:9][cH:10]2.[Na+:16]>>[c:2]1([Cl:17])[s:3][c:4]2[c:5]([n:6]1)[c:7]([F:12])[c:8]([F:11])[cH:9][cH:10]2. The reactants are N,N-dicyclohexylcarbodiimide, OB(C=1C=C(C=CC1)NC(CCC(=O)O)=O)O (N-(3-dihydroxyborylphenyl)succinamic acid), ON1C(CCC1=O)=O (N-hydroxysuccinimide). Solvent: CN(C)C=O (DMF). Reaction conditions: time 8 hour. Yields the product OB(C=1C=C(C=CC1)NC(CCC(=O)ON1C(CCC1=O)=O)=O)O (N-(3-dihydroxyboryl-phenyl)succinamic acid, succinimidyl ester). Isolated yield 59.4%. RXN SMILES: [OH:1][B:2]([OH:17])[C:3]1[CH:4]=[C:5]([NH:9][C:10](=[O:16])[CH2:11][CH2:12][C:13]([OH:15])=[O:14])[CH:6]=[CH:7][CH:8]=1.O[N:19]1[C:23](=[O:24])[CH2:22][CH2:21][C:20]1=[O:25]>CN(C=O)C>[OH:1][B:2]([OH:17])[C:3]1[CH:4]=[C:5]([NH:9][C:10](=[O:16])[CH2:11][CH2:12][C:13]([O:15][N:19]2[C:23](=[O:24])[CH2:22][CH2:21][C:20]2=[O:25])=[O:14])[CH:6]=[CH:7][CH:8]=1. Procedure: N-(3-dihydroxyborylphenyl)succinamic acid (16.0 grams, 0.063 mole) is dissolved in dry DMF (80 ml). To the solution is added N,N-dicyclohexylcarbodiimide (14.3 grams, 0.069 mole) followed by N-hydroxysuccinimide (8.05 grams, 0.070 mole). The reaction is stirred overnight at room temperature. N,N-Dicyclohexylurea is filtered from the solution, and the filtrate extracted with ethyl acetate (200 ml). The extract is washed with water (3×400 ml) and saturated NaCl (400 ml). The water wash was back-ex... The reactants are ClC1=CC=C(CN2C(=NC3=C2C=C(C(=C3)F)N3CCNCC3)COC3=CC=CC=C3)C=C1 (1-(4-chloro-benzyl)-5-fluoro-2-phenoxymethyl-6-piperazin-1-yl-1H-benzoimidazole), TEA, C(CCCC)(=O)Cl (pentanoyl chloride). The solvent is ClCCl (dichloromethane), ClCCl (dichloromethane). Conditions: time 1.5 hour. Product: ClC1=CC=C(CN2C(=NC3=C2C=C(C(=C3)F)N3CCN(CC3)C(CCCC)=O)COC3=CC=CC=C3)C=C1 (1-{4-[3-(4-Chloro-benzyl)-6-fluoro-2-phenoxymethyl-3H-benzoimidazol-5-yl]-piperazin-1-yl}-pentan-1-one). As a reaction SMILES: [Cl:1][C:2]1[CH:32]=[CH:31][C:5]([CH2:6][N:7]2[C:11]3[CH:12]=[C:13]([N:17]4[CH2:22][CH2:21][NH:20][CH2:19][CH2:18]4)[C:14]([F:16])=[CH:15][C:10]=3[N:9]=[C:8]2[CH2:23][O:24][C:25]2[CH:30]=[CH:29][CH:28]=[CH:27][CH:26]=2)=[CH:4][CH:3]=1.[C:33](Cl)(=[O:38])[CH2:34][CH2:35][CH2:36][CH3:37]>ClCCl>[Cl:1][C:2]1[CH:32]=[CH:31][C:5]([CH2:6][N:7]2[C:11]3[CH:12]=[C:13]([N:17]4[CH2:22][CH2:21][N:20]([C:33](=[O:38])[CH2:34][CH2:35][CH2:36][CH3:37])[CH2:19][CH2:18]4)[C:14]([F:16])=[CH:15][C:10]=3[N:9]=[C:8]2[CH2:23][O:24][C:25]2[CH:30]=[CH:29][CH:28]=[CH:27][CH:26]=2)=[CH:4][CH:3]=1. Reported procedure: 72 mg of 1-(4-chloro-benzyl)-5-fluoro-2-phenoxymethyl-6-piperazin-1-yl-1H-benzoimidazole (0.16 mmol) and 0.033 ml TEA (0.24 mmol) were dissolved in 1.5 ml dichloromethane and treated with 0.024 ml pentanoyl chloride (0.2 mmol). After 1.5 h stirring at rt, the reaction mixture was diluted with dichloromethane, washed with water, saturated sodium bicarbonate and brine, dried with magnesium sulfate, filtered and concentrated in vacuo, leading to 84 mg product as a light yellow solid (98%). MS (ISP)... Starting materials: COC=1C=CC2=C(C=CO2)C1 (5-methoxybenzofuran), CN(CCC(C1=CC=CC=C1)OC(C(F)(F)F)=O)C(C(F)(F)F)=O (trifluoro-acetic acid 3-[methyl-(2,2,2-trifluoro-acetyl)-amino]-1-phenyl-propyl ester), [OH-].[Na+] (sodium hydroxide). Solvent: CO (methanol). Run at temperature 110 celsius, time 20 minute. Product: COC=1C=CC2=C(C=C(O2)C(CCNC)C2=CC=CC=C2)C1 ([3-(5-Methoxy-benzofuran-2-yl)-3-phenyl-propyl]-methyl-amine). As a reaction SMILES: [CH3:1][O:2][C:3]1[CH:4]=[CH:5][C:6]2[O:10][CH:9]=[CH:8][C:7]=2[CH:11]=1.[CH3:12][N:13](C(=O)C(F)(F)F)[CH2:14][CH2:15][CH:16](OC(=O)C(F)(F)F)[C:17]1[CH:22]=[CH:21][CH:20]=[CH:19][CH:18]=1.[OH-].[Na+]>CO>[CH3:1][O:2][C:3]1[CH:4]=[CH:5][C:6]2[O:10][C:9]([CH:16]([C:17]3[CH:22]=[CH:21][CH:20]=[CH:19][CH:18]=3)[CH2:15][CH2:14][NH:13][CH3:12])=[CH:8][C:7]=2[CH:11]=1 |f:2.3|. Procedure details: 5-methoxybenzofuran (0.48 g) and trifluoro-acetic acid 3-[methyl-(2,2,2-trifluoro-acetyl)-amino]-1-phenyl-propyl ester (0.48 g) were mixed and heated in a sealed tube at 110° C. for 90 minutes. Upon cooling, the reaction mixture was taken up in methanol and treated with excess 1N sodium hydroxide solution, sufficient to form a strongly basic solution. After stirring for 20 minutes, the reaction mixture was concentrated at reduced pressure to remove the bulk of the methanol. The resulting mixture... Starting materials: Cl.C(C=C)N1C(=C(C=2C1=C(N=CC2)CNC2=CC=C(C=C2)F)C)C (N-(1-allyl-2,3-dimethyl-1H-pyrrolo[2,3-c]pyridin-7-ylmethyl)-4-fluorophenylamine hydrochloride), C([O-])(O)=O.[Na+] (sodium bicarbonate). Product: C(C=C)N1C(=C(C=2C1=C(N=CC2)CNC2=CC=C(C=C2)F)C)C (N-(1-allyl-2,3-dimethyl-1H-pyrrolo[2,3-c]pyridin-7-ylmethyl)-4-fluorophenylamine). As a reaction SMILES: Cl.[CH2:2]([N:5]1[C:9]2=[C:10]([CH2:14][NH:15][C:16]3[CH:21]=[CH:20][C:19]([F:22])=[CH:18][CH:17]=3)[N:11]=[CH:12][CH:13]=[C:8]2[C:7]([CH3:23])=[C:6]1[CH3:24])[CH:3]=[CH2:4].C(=O)(O)[O-].[Na+]>>[CH2:2]([N:5]1[C:9]2=[C:10]([CH2:14][NH:15][C:16]3[CH:17]=[CH:18][C:19]([F:22])=[CH:20][CH:21]=3)[N:11]=[CH:12][CH:13]=[C:8]2[C:7]([CH3:23])=[C:6]1[CH3:24])[CH:3]=[CH2:4] |f:0.1,2.3|. Reported procedure: The compound prepared in Example 88 was treated with a saturated sodium bicarbonate solution to obtain N-(1-allyl-2,3-dimethyl-1H-pyrrolo[2,3-c]pyridin-7-ylmethyl)-4-fluorophenylamine. A solution of N-(1-allyl-2,3-dimethyl-1H-pyrrolo[2,3-c]pyridin-7-ylmethyl)-4-fluorophenylamine (40 mg, 0.13 mmol) and sodium hydride (60%, 7.8 mg, 0.19 mmol) in anhydrous N,N-dimethylformamide (5 ml) was stirred overnight at room temperature. The reaction mixture was diluted with ethyl acetate (115 ml), washed wit... Reactants: CN(C=O)C (N,N-dimethylformamide), C(C)NCC (diethylamine), ClC1=CC(=C(C(=O)O)C=C1)C(F)(F)F (4-chloro-2-(trifluoromethyl)benzoic acid), C(C(=O)Cl)(=O)Cl (oxalyl chloride), solution. Solvent: C(Cl)Cl (methylene chloride), C(Cl)Cl (methylene chloride), C(Cl)Cl (methylene chloride). Reaction conditions: time 18 hour. The product is ClC1=CC(=C(C(=O)N(CC)CC)C=C1)C(F)(F)F (4-Chloro-N,N-diethyl-2-(trifluoromethyl)benzamide). Isolated yield 51.0%. Reaction SMILES: [Cl:1][C:2]1[CH:10]=[CH:9][C:5]([C:6]([OH:8])=O)=[C:4]([C:11]([F:14])([F:13])[F:12])[CH:3]=1.C(Cl)(=O)C(Cl)=O.CN(C)C=O.[CH2:26]([NH:28][CH2:29][CH3:30])[CH3:27]>C(Cl)Cl>[Cl:1][C:2]1[CH:10]=[CH:9][C:5]([C:6]([N:28]([CH2:29][CH3:30])[CH2:26][CH3:27])=[O:8])=[C:4]([C:11]([F:14])([F:13])[F:12])[CH:3]=1. Procedure: To a solution of 4-chloro-2-(trifluoromethyl)benzoic acid (18.1 g, 80 mmol) in 500 mL of methylene chloride was added oxalyl chloride (60 mL of a 2.0 M solution in methylene chloride, 120 mmol) followed by N,N-dimethylformamide (0.2 mL). The reaction was allowed to stir at ambient temperature for 18 h. The volatiles were removed in vacuo to afford the crude acid chloride intermediate. The residue was taken up in 500 mL of methylene chloride and then there was added diethylamine (16.5 mL, 160 mmo... The reactants are Cl (HCl), C(C)(C)(C)OC(=O)N1CCN(C2=CC=CC=C12)C1=NC=C(C=C1)N1CCN(CC1)CCS(=O)(=O)C (4-{5-[4-(2-(Methanesulphonyl)ethyl)piperazin-1-yl]pyridin-2-yl}-3,4-dihydro-2H-quinoxaline-1-carboxylic acid tert-butyl ester), Cl (HCl). Run in O1CCOCC1 (dioxane), O1CCOCC1 (dioxane), O1CCOCC1 (dioxane). Run at time 18 hour. The product is CS(=O)(=O)CCN1CCN(CC1)C=1C=CC(=NC1)N1CCNC2=CC=CC=C12 (1-{5-[4-(2-(methanesulphonyl)ethyl)piperazin-1-yl]pyridin-2-yl}-1,2,3,4-tetrahydroquinoxaline). Yield: 98.3%. RXN SMILES: C(OC([N:8]1[C:17]2[C:12](=[CH:13][CH:14]=[CH:15][CH:16]=2)[N:11]([C:18]2[CH:23]=[CH:22][C:21]([N:24]3[CH2:29][CH2:28][N:27]([CH2:30][CH2:31][S:32]([CH3:35])(=[O:34])=[O:33])[CH2:26][CH2:25]3)=[CH:20][N:19]=2)[CH2:10][CH2:9]1)=O)(C)(C)C.Cl>O1CCOCC1>[CH3:35][S:32]([CH2:31][CH2:30][N:27]1[CH2:28][CH2:29][N:24]([C:21]2[CH:22]=[CH:23][C:18]([N:11]3[C:12]4[C:17](=[CH:16][CH:15]=[CH:14][CH:13]=4)[NH:8][CH2:9][CH2:10]3)=[N:19][CH:20]=2)[CH2:25][CH2:26]1)(=[O:34])=[O:33]. Procedure details: 4-{5-[4-(2-(Methanesulphonyl)ethyl)piperazin-1-yl]pyridin-2-yl}-3,4-dihydro-2H-quinoxaline-1-carboxylic acid tert-butyl ester (0.38 g, 0.76 mmol) is placed in 5 ml of dioxane and then 4N HCl in dioxane (2.84 ml, 11.36 mmol) is added. The reaction medium is stirred at ambient temperature for 18 h. 4N HCl in dioxane (2.84 ml, 11.36 mmol) is again added and the reaction medium is stirred at ambient temperature for an additional 18 h. After concentrating to dryness, the reaction medium is diluted wi...